From a dataset of the Open Reaction Database (ORD), a public repository of structured organic reaction records. describe an organic reaction: reactants, conditions, products, and yield Starting materials: COC(=O)CC(=O)CBr, CO, N#C[Na], O. The product is COC(=O)CC(=O)CC#N. RXN SMILES: [Br:1][CH2:2][C:3]([CH2:4][C:5](=[O:6])[O:7][CH3:8])=[O:9].[CH3:14][OH:15].[Na:10][C:11]#[N:12].[OH2:13]>>[CH2:2]([C:3]([CH2:4][C:5](=[O:6])[O:7][CH3:8])=[O:9])[C:11]#[N:12]. Starting materials: [H-].[H-].[H-].[H-].[Li+].[Al+3] (LAH), ClC1=NSC(=C1COC1=C(C(=C(C=C1)CCC(=O)OCC)C)C)C1=CC=C(C=C1)OC (ethyl 3-(4-((3-chloro-5-(4-methoxyphenyl)isothiazol-4-yl)methoxy)-2,3-dimethylphenyl)propanoate). Yields the product ClC1=NSC(=C1COC1=C(C(=C(C=C1)CCCO)C)C)C1=CC=C(C=C1)OC (3-(4-[[3-chloro-5-(4-methoxyphenyl)-1,2-thiazol-4-yl]methoxy]-2,3-dimethylphenyl)propan-1-ol). Reaction SMILES: [H-].[H-].[H-].[H-].[Li+].[Al+3].[Cl:7][C:8]1[C:12]([CH2:13][O:14][C:15]2[CH:20]=[CH:19][C:18]([CH2:21][CH2:22][C:23](OCC)=[O:24])=[C:17]([CH3:28])[C:16]=2[CH3:29])=[C:11]([C:30]2[CH:35]=[CH:34][C:33]([O:36][CH3:37])=[CH:32][CH:31]=2)[S:10][N:9]=1>>[Cl:7][C:8]1[C:12]([CH2:13][O:14][C:15]2[CH:20]=[CH:19][C:18]([CH2:21][CH2:22][CH2:23][OH:24])=[C:17]([CH3:28])[C:16]=2[CH3:29])=[C:11]([C:30]2[CH:31]=[CH:32][C:33]([O:36][CH3:37])=[CH:34][CH:35]=2)[S:10][N:9]=1 |f:0.1.2.3.4.5|. Procedure details: The title compound was prepared according to the procedure described in Example 156 following Step 2 by LAH reduction of ethyl 3-(4-((3-chloro-5-(4-methoxyphenyl)isothiazol-4-yl)methoxy)-2,3-dimethylphenyl)propanoate to afford the desired product as an off-white solid. 1H NMR (300 MHz, CDCl3) δ: 7.50 (d, J=9.0 Hz, 2H), 6.97 (m, 3H), 6.78 (d, J=8.4 Hz, 1H), 5.45 (s, 2H), 3.86 (s, 3H), 3.73 (t, J=6.0 Hz, 2H), 2.71 (t, J=7.8 Hz, 2H), 2.25 (s, 3H), 2.19 (s, 3H), 1.81-1.88 (m, 2H). Mass spectrum (ESI...